describe an organic reaction: reactants, conditions, products, and yield From a dataset of the Open Reaction Database (ORD), a public repository of structured organic reaction records. Reactants: C[Si](C)(C)C(F)(F)F, CCCC[N+](CCCC)(CCCC)CCCC, [F-], COC(=O)N(Cc1cc(C(F)(F)F)cc(C(F)(F)F)c1)Cc1cc(C(F)(F)F)ccc1-c1cc(C=O)ccc1OC, C1CCOC1. Yields the product COC(=O)N(Cc1cc(C(F)(F)F)cc(C(F)(F)F)c1)Cc1cc(C(F)(F)F)ccc1-c1cc(C(O)C(F)(F)F)ccc1OC. RXN SMILES: [CH3:42][Si:43]([C:44]([F:45])([F:46])[F:47])([CH3:48])[CH3:49].[CH3:51][CH2:52][CH2:53][CH2:54][N+:55]([CH2:56][CH2:57][CH2:58][CH3:59])([CH2:60][CH2:61][CH2:62][CH3:63])[CH2:64][CH2:65][CH2:66][CH3:67].[F-:50].[F:1][C:2]([c:3]1[cH:4][c:5]([CH2:6][N:7]([C:8]([O:9][CH3:10])=[O:11])[CH2:12][c:13]2[c:14](-[c:23]3[c:24]([O:31][CH3:32])[cH:25][cH:26][c:27]([CH:29]=[O:30])[cH:28]3)[cH:15][cH:16][c:17]([C:19]([F:20])([F:21])[F:22])[cH:18]2)[cH:33][c:34]([C:36]([F:37])([F:38])[F:39])[cH:35]1)([F:40])[F:41].[O:68]1[CH2:69][CH2:70][CH2:71][CH2:72]1>>[F:1][C:2]([c:3]1[cH:4][c:5]([CH2:6][N:7]([C:8]([O:9][CH3:10])=[O:11])[CH2:12][c:13]2[c:14](-[c:23]3[c:24]([O:31][CH3:32])[cH:25][cH:26][c:27]([CH:29]([OH:30])[C:44]([F:45])([F:46])[F:47])[cH:28]3)[cH:15][cH:16][c:17]([C:19]([F:20])([F:21])[F:22])[cH:18]2)[cH:33][c:34]([C:36]([F:37])([F:38])[F:39])[cH:35]1)([F:40])[F:41]. Starting materials: ClCC1=CC=CC2=CC=CC=C12 (1-chloromethylnaphthalene), O (water), [Na] (sodium), O=CC1=CC(OC)=C(O)C=C1 (vanillin). Solvent: CO (methanol), CO (methanol). Reaction conditions: time 30 minute. The product is COC=1C(=C(C=O)C=CC1)OCC1=CC=CC2=CC=CC=C12 (3-methoxy(naphthalen-1-ylmethoxy)-benzaldehyde). RXN SMILES: [Na].[O:2]=[CH:3][C:4]1[CH:12]=[CH:11][C:9](O)=[C:6]([O:7][CH3:8])[CH:5]=1.Cl[CH2:14][C:15]1[C:24]2[C:19](=[CH:20][CH:21]=[CH:22][CH:23]=2)[CH:18]=[CH:17][CH:16]=1.[OH2:25]>CO>[CH3:8][O:7][C:6]1[C:5]([O:25][CH2:14][C:15]2[C:24]3[C:19](=[CH:20][CH:21]=[CH:22][CH:23]=3)[CH:18]=[CH:17][CH:16]=2)=[C:4]([CH:12]=[CH:11][CH:9]=1)[CH:3]=[O:2] |^1:0|. Reported procedure: 5 g of sodium are dissolved in 200 ml of methanol. 30.4 g of vanillin are metered into the resulting solution. The reaction mixture is stirred at room temperature for 30 minutes. 36 g of 1-chloromethylnaphthalene in 70 ml of methanol are then added and the reaction mixture is heated at reflux for 6 hours. The mixture is left to stand overnight and then introduced into 1 liter of water. Extraction is carried out twice using 700 ml of ethyl acetate each time. The organic phases are washed twice us... Starting materials: C1(=CC=CC=C1)C#CC(=O)OCC (Ethyl phenylpropiolate), crude mixture, [F-].[Cs+] (CsF), C(C)(C)(C)OC(=O)N1CCCC2=CC=C(N=C12)CCOC=1C=C2C=CNC2=CC1 (7-[2-(1H-indol-5-yloxy)-ethyl]-3,4-dihydro-2H-[1,8]naphthyridine-1-carboxylic acid tert-butyl ester). The solvent is C(C)(=O)OCC (ethyl acetate), CN(C)C=O (DMF), O (water). Conditions: temperature 60 celsius, time 4 hour. Yields the product C1(=CC=CC=C1)C(CC(=O)O)N1C=CC2=CC(=CC=C12)OCCC1=NC=2NCCCC2C=C1 (3-Phenyl-3-{5-[2-(5,6,7,8-tetrahydro-[1,8]naphthyridin-2-yl)-ethoxy]-indol-1-yl}-propionic acid). Isolated yield 113.7%. RXN SMILES: [F-].[Cs+].C(OC([N:10]1[C:19]2[C:14](=[CH:15][CH:16]=[C:17]([CH2:20][CH2:21][O:22][C:23]3[CH:24]=[C:25]4[C:29](=[CH:30][CH:31]=3)[NH:28][CH:27]=[CH:26]4)[N:18]=2)[CH2:13][CH2:12][CH2:11]1)=O)(C)(C)C.[C:32]1([C:38]#[C:39][C:40]([O:42]CC)=[O:41])[CH:37]=[CH:36][CH:35]=[CH:34][CH:33]=1>CN(C=O)C.O.C(OCC)(=O)C>[C:32]1([CH:38]([N:28]2[C:29]3[C:25](=[CH:24][C:23]([O:22][CH2:21][CH2:20][C:17]4[CH:16]=[CH:15][C:14]5[CH2:13][CH2:12][CH2:11][NH:10][C:19]=5[N:18]=4)=[CH:31][CH:30]=3)[CH:26]=[CH:27]2)[CH2:39][C:40]([OH:42])=[O:41])[CH:33]=[CH:34][CH:35]=[CH:36][CH:37]=1 |f:0.1|. Reported procedure: CsF (15.2 g, 100 mmol) was added to a solution of 7-[2-(1H-indol-5-yloxy)-ethyl]-3,4-dihydro-2H-[1,8]naphthyridine-1-carboxylic acid tert-butyl ester (20.0 g, 50.8 mmol) in anhydrous DMF (50 mL). Ethyl phenylpropiolate (16.5 mL, 100 mmol) was added to the mixture at room temperature and the solution was allowed to stir under a nitrogen atmosphere at 60° C. for 4 h. The mixture was diluted with water (1 L), the crude mixture was dissolved in ethyl acetate (500 mL), washed with water, then brine, ... Reaction SMILES: [C:1]([C:2](=[O:3])[OH:4])(=[O:5])[OH:6].[CH2:7]([c:8]1[cH:9][cH:10][cH:11][cH:12][cH:13]1)[N:14]1[CH:15]([CH2:24][c:25]2[cH:26][cH:27][c:28]([O:31][CH3:32])[cH:29][cH:30]2)[C:16]([CH3:23])=[C:17]([CH2:20][CH2:21][CH3:22])[CH2:18][CH2:19]1.[CH3:33][CH2:34][OH:35]>>[C:1]([C:2](=[O:3])[OH:4])(=[O:5])[OH:6].[NH:14]1[CH:15]([CH2:24][c:25]2[cH:26][cH:27][c:28]([O:31][CH3:32])[cH:29][cH:30]2)[C:16]([CH3:23])=[C:17]([CH2:20][CH2:21][CH3:22])[CH2:18][CH2:19]1. Yields the product O=C(O)C(=O)O, CCCC1=C(C)C(Cc2ccc(OC)cc2)NCC1. Starting materials: O=C(O)C(=O)O, CCCC1=C(C)C(Cc2ccc(OC)cc2)N(Cc2ccccc2)CC1, CCO. Reactants: ClCCl, CC(C)(C)OC(=O)NC1=NC2(c3cc(NC(=O)c4ncccc4F)ccc3F)OCCC2CS1, O=C(O)C(F)(F)F. Yields the product NC1=NC2(c3cc(NC(=O)c4ncccc4F)ccc3F)OCCC2CS1. As a reaction SMILES: [Cl:42][CH2:43][Cl:44].[F:1][c:2]1[c:3]([C:18]23[N:19]=[C:20]([NH:27][C:28](=[O:29])[O:30][C:31]([CH3:32])([CH3:33])[CH3:34])[S:21][CH2:22][CH:23]2[CH2:24][CH2:25][O:26]3)[cH:4][c:5]([NH:8][C:9]([c:10]2[n:11][cH:12][cH:13][cH:14][c:15]2[F:16])=[O:17])[cH:6][cH:7]1.[F:35][C:36]([F:37])([F:38])[C:39]([OH:40])=[O:41]>>[F:1][c:2]1[c:3]([C:18]23[N:19]=[C:20]([NH2:27])[S:21][CH2:22][CH:23]2[CH2:24][CH2:25][O:26]3)[cH:4][c:5]([NH:8][C:9]([c:10]2[n:11][cH:12][cH:13][cH:14][c:15]2[F:16])=[O:17])[cH:6][cH:7]1. Reactants: COC(CCCOC1=CC2=C(C(=CC=C2C=C1)OCCCOC1=C(C(=C(C=C1)C(C)=O)O)CCC)C(C)=O)=O (4-[[8-acetyl-7-[3-(4-acetyl-3-hydroxy-2-propylphenoxy)propoxy]-2-naphthalenyl]oxy]butanoic acid methyl ester), [OH-].[Na+] (sodium hydroxide). The solvent is CO (methanol). Product: C(C)(=O)C=1C(=CC=C2C=CC(=CC12)OCCCC(=O)O)OCCCOC1=C(C=C(C=C1)C(C)=O)CCCO (4-[[8-Acetyl-7-[3-(4-acetyl-3-hydroxypropylphenoxy)propoxy]-2-naphthalenyl]oxy]butanoic acid). Isolated yield 64.0%. RXN SMILES: C[O:2][C:3](=[O:39])[CH2:4][CH2:5][CH2:6][O:7][C:8]1[CH:17]=[CH:16][C:15]2[C:10](=[C:11]([C:36](=[O:38])[CH3:37])[C:12]([O:18][CH2:19][CH2:20][CH2:21][O:22][C:23]3[CH:28]=[CH:27][C:26]([C:29](=[O:31])[CH3:30])=[C:25](O)[C:24]=3[CH2:33][CH2:34][CH3:35])=[CH:13][CH:14]=2)[CH:9]=1.[OH-:40].[Na+]>CO>[C:36]([C:11]1[C:12]([O:18][CH2:19][CH2:20][CH2:21][O:22][C:23]2[CH:28]=[CH:27][C:26]([C:29](=[O:31])[CH3:30])=[CH:25][C:24]=2[CH2:33][CH2:34][CH2:35][OH:40])=[CH:13][CH:14]=[C:15]2[C:10]=1[CH:9]=[C:8]([O:7][CH2:6][CH2:5][CH2:4][C:3]([OH:2])=[O:39])[CH:17]=[CH:16]2)(=[O:38])[CH3:37] |f:1.2|. Reported procedure: A mixture of 1.44 g of 4-[[8-acetyl-7-[3-(4-acetyl-3-hydroxy-2-propylphenoxy)propoxy]-2-naphthalenyl]oxy]butanoic acid methyl ester and 27 ml of 1N sodium hydroxide in 54 ml of methanol was stirred at reflux for an hour. The methanol was removed in vacuo and the clear solution was acidified to pH 3. The precipitate was extracted with chloroform and dried. The resulting semi-solid was purified by flash column chromatography (eluting with 2% methanol/ethylacetate) to yield 0.9 g (64%) of 4-[[8-Ace... As a reaction SMILES: [CH3:1][N:2]([CH3:47])[C:3]([C:5]1[CH:10]=[C:9]([C:11]2[CH:12]=[C:13]3[C:19]([C:20]4[CH:25]=[CH:24][CH:23]=[CH:22][C:21]=4[O:26][CH3:27])=[CH:18][N:17](S(C4C=CC(C)=CC=4)(=O)=O)[C:14]3=[N:15][CH:16]=2)[CH:8]=[CH:7][C:6]=1[NH:38][C:39]([C:41]1[N:42]=[CH:43][N:44]([CH3:46])[CH:45]=1)=[O:40])=[O:4].O1CCCC1.[OH-].[K+]>CO>[CH3:47][N:2]([CH3:1])[C:3]([C:5]1[CH:10]=[C:9]([C:11]2[CH:12]=[C:13]3[C:19]([C:20]4[CH:25]=[CH:24][CH:23]=[CH:22][C:21]=4[O:26][CH3:27])=[CH:18][NH:17][C:14]3=[N:15][CH:16]=2)[CH:8]=[CH:7][C:6]=1[NH:38][C:39]([C:41]1[N:42]=[CH:43][N:44]([CH3:46])[CH:45]=1)=[O:40])=[O:4] |f:2.3|. Reaction conditions: time 2 hour. Yields the product CN(C(=O)C1=C(C=CC(=C1)C=1C=C2C(=NC1)NC=C2C2=C(C=CC=C2)OC)NC(=O)C=2N=CN(C2)C)C (1-methyl-1H-imidazole-4-carboxylic acid {2-dimethylcarbamoyl-4-[3-(2-methoxy-phenyl)-1H-pyrrolo[2,3-b]pyridin-5-yl]-phenyl}-amide). Run in CO (methanol). Procedure details: 1-Methyl-1H-imidazole-4-carboxylic acid {2-dimethylcarbamoyl-4-[3-(2-methoxy-phenyl)-1-(toluene-4-sulfonyl)-1H-pyrrolo[2,3-b]pyridin-5-yl]-phenyl}-amide (0.092 mmol) was dissolved in methanol (0.25 mL) and tetrahydrofuran (0.25 mL) and 50% w/v aqueous potassium hydroxide (0.1 mL) was added at 0° C. After 2 hours, the reaction was quenched by addition of acetic acid (0.5 mL). The mixture was redissolved in tetrahydrofuran and the insoluble salts were removed by filtration. The crude material was ... Isolated yield 20.2%. The reactants are O1CCCC1 (tetrahydrofuran), CN(C(=O)C1=C(C=CC(=C1)C=1C=C2C(=NC1)N(C=C2C2=C(C=CC=C2)OC)S(=O)(=O)C2=CC=C(C=C2)C)NC(=O)C=2N=CN(C2)C)C (1-Methyl-1H-imidazole-4-carboxylic acid {2-dimethylcarbamoyl-4-[3-(2-methoxy-phenyl)-1-(toluene-4-sulfonyl)-1H-pyrrolo[2,3-b]pyridin-5-yl]-phenyl}-amide), [OH-].[K+] (potassium hydroxide).